Dataset: the Open Reaction Database (ORD), a public repository of structured organic reaction records. Task: describe an organic reaction: reactants, conditions, products, and yield Reaction SMILES: O=C1C2C(=CC=CC=2)C(=O)[N:3]1[CH2:12][C@@H:13]([NH:25][C:26]([C:28]1[CH:32]=[C:31]([C:33]2[N:37]([CH3:38])[N:36]=[CH:35][CH:34]=2)[O:30][CH:29]=1)=[O:27])[CH2:14][C:15]1[CH:20]=[CH:19][CH:18]=[CH:17][C:16]=1[C:21]([F:24])([F:23])[F:22].CO.NN>C1COCC1>[NH2:3][CH2:12][C@@H:13]([NH:25][C:26]([C:28]1[CH:32]=[C:31]([C:33]2[N:37]([CH3:38])[N:36]=[CH:35][CH:34]=2)[O:30][CH:29]=1)=[O:27])[CH2:14][C:15]1[CH:20]=[CH:19][CH:18]=[CH:17][C:16]=1[C:21]([F:24])([F:23])[F:22]. Product: NC[C@H](CC1=C(C=CC=C1)C(F)(F)F)NC(=O)C1=COC(=C1)C1=CC=NN1C (N-((1S)-2-amino-1-{[2-(trifluoromethyl)phenyl]methyl}ethyl)-5-(1-methyl-1H-pyrazol-5-yl)-3-furancarboxamide). The reactants are CO (MeOH), NN (hydrazine), O=C1N(C(C2=CC=CC=C12)=O)C[C@H](CC1=C(C=CC=C1)C(F)(F)F)NC(=O)C1=COC(=C1)C1=CC=NN1C (N-((1S)-2-(1,3-dioxo-1,3-dihydro-2H-isoindol-2-yl)-1-{[2-(trifluoromethyl)phenyl]methyl}ethyl)-5-(1-methyl-1H-pyrazol-5-yl)-3-furancarboxamide). Procedure details: N-((1S)-2-(1,3-dioxo-1,3-dihydro-2H-isoindol-2-yl)-1-{[2-(trifluoromethyl)phenyl]methyl}ethyl)-5-(1-methyl-1H-pyrazol-5-yl)-3-furancarboxamide (200 mg, 0.38 mmol) was dissolved in THF (10 mL) and MeOH (10 mL) at RT and treated with hydrazine (0.19 mL, 3.8 mmole). After 24 h, the solution was concentrated and purified on silica using 8% MeOH in DCM (1% NH4OH) to give the title compound as a white solid. The free base was dissolved in DCM (5 mL) and treated with 4M HCl in dioxane (4 mL). After 5 m... The solvent is C1CCOC1 (THF). Run at time 24 hour. The reactants are [BH3-]C#N, c1ccc2c(c1)CCCN2, CO, CC(=O)O, O=CCc1ccccc1, Cl, [Na+]. Yields the product c1ccc(CCN2CCCc3ccccc32)cc1, Cl. As a reaction SMILES: [C:20]([BH3-:21])#[N:22].[CH2:10]1[CH2:11][NH:12][c:13]2[cH:14][cH:15][cH:16][cH:17][c:18]2[CH2:19]1.[CH3:25][OH:26].[CH3:27][C:28](=[O:29])[OH:30].[CH:1](=[O:2])[CH2:3][c:4]1[cH:5][cH:6][cH:7][cH:8][cH:9]1.[ClH:24].[Na+:23]>>[CH2:1]([CH2:3][c:4]1[cH:5][cH:6][cH:7][cH:8][cH:9]1)[N:12]1[CH2:11][CH2:10][CH2:19][c:18]2[c:13]1[cH:14][cH:15][cH:16][cH:17]2.[ClH:24].